Dataset: the Open Reaction Database (ORD), a public repository of structured organic reaction records. Task: describe an organic reaction: reactants, conditions, products, and yield Starting materials: FC1=C(C=CC(=C1)I)N (2-fluoro-4-iodo-phenyl amine), [Li+].C[Si](C)(C)[N-][Si](C)(C)C (LHMDS), COC(C1=C(C=C(C(=C1F)[N+](=O)[O-])OC)F)OC (2-dimethoxymethyl-1,3-difluoro-5-methoxy-4-nitro-benzene), resultant mixture. The solvent is C1CCOC1 (THF), C1CCOC1 (THF). Run at time 18 hour. Product: COC(C1=C(C(=C(C=C1F)OC)[N+](=O)[O-])NC1=C(C=C(C=C1)I)F)OC ((2-Dimethoxymethyl-3-fluoro-5-methoxy-6-nitro-phenyl)-(2-fluoro-4-iodo-phenyl)-amine). The yield is 76.7%. As a reaction SMILES: [F:1][C:2]1[CH:7]=[C:6]([I:8])[CH:5]=[CH:4][C:3]=1[NH2:9].[Li+].C[Si]([N-][Si](C)(C)C)(C)C.[CH3:20][O:21][CH:22]([O:36][CH3:37])[C:23]1[C:28](F)=[C:27]([N+:30]([O-:32])=[O:31])[C:26]([O:33][CH3:34])=[CH:25][C:24]=1[F:35]>C1COCC1>[CH3:37][O:36][CH:22]([O:21][CH3:20])[C:23]1[C:24]([F:35])=[CH:25][C:26]([O:33][CH3:34])=[C:27]([N+:30]([O-:32])=[O:31])[C:28]=1[NH:9][C:3]1[CH:4]=[CH:5][C:6]([I:8])=[CH:7][C:2]=1[F:1] |f:1.2|. Reported procedure: To a cold (−78° C.) solution of 2-fluoro-4-iodo-phenyl amine (2.97 g, 12.5 mmol) in THF (20 mL) was added LHMDS (24 mL, 1.0 M solution in hexanes 24 mmol) dropwise maintaining the temperature below −65° C. After stirring for 30 minutes a solution of 2-dimethoxymethyl-1,3-difluoro-5-methoxy-4-nitro-benzene (3.0 g, 11.4 mmol) in THF (20 mL) was added dropwise, the resultant mixture stirred cold (−78° C.) for 1 hour then allowed to warm to room temperature and stirred for 18 hours. The reaction was... Starting materials: CC(=O)OC(C)=O, Cc1ccccc1, Nc1nc2ccccc2n1CCCN1CCN(C(c2ccccc2)c2ccccc2)CC1. Product: CC(=O)N=c1[nH]c2ccccc2n1CCCN1CCN(C(c2ccccc2)c2ccccc2)CC1. RXN SMILES: [C:33]([CH3:34])(=[O:35])[O:36][C:37](=[O:38])[CH3:39].[CH3:40][c:41]1[cH:42][cH:43][cH:44][cH:45][cH:46]1.[c:1]1([CH:7]([N:8]2[CH2:9][CH2:10][N:11]([CH2:14][CH2:15][CH2:16][n:17]3[c:18]([NH2:26])[n:19][c:20]4[c:21]3[cH:22][cH:23][cH:24][cH:25]4)[CH2:12][CH2:13]2)[c:27]2[cH:28][cH:29][cH:30][cH:31][cH:32]2)[cH:2][cH:3][cH:4][cH:5][cH:6]1>>[c:1]1([CH:7]([N:8]2[CH2:9][CH2:10][N:11]([CH2:14][CH2:15][CH2:16][n:17]3[c:18](=[N:26][C:33]([CH3:34])=[O:35])[nH:19][c:20]4[c:21]3[cH:22][cH:23][cH:24][cH:25]4)[CH2:12][CH2:13]2)[c:27]2[cH:28][cH:29][cH:30][cH:31][cH:32]2)[cH:2][cH:3][cH:4][cH:5][cH:6]1.